Dataset: the Open Reaction Database (ORD), a public repository of structured organic reaction records. Task: describe an organic reaction: reactants, conditions, products, and yield Reaction SMILES: [CH3:1][C:2](=[CH:6][CH2:7][CH2:8][C:9]([CH3:31])=[CH:10][CH2:11][CH2:12][C:13]([CH3:30])=[CH:14][CH2:15][CH2:16][C:17]([CH3:29])=[CH:18][CH2:19][CH2:20][C:21]([CH3:28])=[CH:22][CH2:23][CH2:24][C:25](=[O:27])[CH3:26])[C:3]([OH:5])=O.[NH:32]1[CH2:37][CH2:36][CH2:35][CH2:34][CH2:33]1>>[CH3:1][C:2](=[CH:6][CH2:7][CH2:8][C:9]([CH3:31])=[CH:10][CH2:11][CH2:12][C:13]([CH3:30])=[CH:14][CH2:15][CH2:16][C:17]([CH3:29])=[CH:18][CH2:19][CH2:20][C:21]([CH3:28])=[CH:22][CH2:23][CH2:24][C:25](=[O:27])[CH3:26])[C:3]([N:32]1[CH2:37][CH2:36][CH2:35][CH2:34][CH2:33]1)=[O:5]. Product: CC(C(=O)N1CCCCC1)=CCCC(=CCCC(=CCCC(=CCCC(=CCCC(C)=O)C)C)C)C (N-(2,6,10,14,18-pentamethyl-22-oxo-2,6,10,14,18-tricosapentaenoyl)piperidin). Reported procedure: Starting materials: 2,6,10,14,18-pentamethyl-22-oxo-2,6,10,14,18-tricosapentaenoic acid and piperidine. Starting materials: CC(C(=O)O)=CCCC(=CCCC(=CCCC(=CCCC(=CCCC(C)=O)C)C)C)C (2,6,10,14,18-pentamethyl-22-oxo-2,6,10,14,18-tricosapentaenoic acid), N1CCCCC1 (piperidine). Reactants: C=Cc1ccccc1, CCCN(CCC)CCC, [Cl-], Clc1ccccc1, Cl[Pd]Cl, Cc1ccc(C(=O)O)cc1. The product is Cc1ccc(C=Cc2ccccc2)cc1. As a reaction SMILES: [CH2:12]=[CH:13][c:14]1[cH:15][cH:16][cH:17][cH:18][cH:19]1.[CH2:20]([N:21]([CH2:22][CH2:23][CH3:24])[CH2:25][CH2:26][CH3:27])[CH2:28][CH3:29].[Cl-:1].[Cl:30][c:31]1[cH:32][cH:33][cH:34][cH:35][cH:36]1.[Pd:37]([Cl:38])[Cl:39].[c:2]1([CH3:11])[cH:3][cH:4][c:5]([C:8]([OH:9])=[O:10])[cH:6][cH:7]1>>[c:2]1([CH3:11])[cH:3][cH:4][c:5]([CH:8]=[CH:13][c:14]2[cH:15][cH:16][cH:17][cH:18][cH:19]2)[cH:6][cH:7]1. Starting materials: ClC1=CC=C(N=N1)NC1=CC(=CC=C1)Cl (6-chloro-N-(3-chlorophenyl)pyridazin-3-amine), C(COCCOCCO)O.O.NN (triethylene glycol hydrazine hydrate). Solvent: O (water). The product is ClC=1C=C(C=CC1)NC=1N=NC(=CC1)NN (N-(3-chlorophenyl)-6-hydrazinylpyridazin-3-amine). As a reaction SMILES: Cl[C:2]1[N:7]=[N:6][C:5]([NH:8][C:9]2[CH:14]=[CH:13][CH:12]=[C:11]([Cl:15])[CH:10]=2)=[CH:4][CH:3]=1.C(O)COCCOCCO.O.[NH2:27][NH2:28]>O>[Cl:15][C:11]1[CH:10]=[C:9]([NH:8][C:5]2[N:6]=[N:7][C:2]([NH:27][NH2:28])=[CH:3][CH:4]=2)[CH:14]=[CH:13][CH:12]=1 |f:1.2.3|. Procedure: (Step 1-ii) 6-chloro-N-(3-chlorophenyl)pyridazin-3-amine (88.1 g, 367 mmol) was suspended in 1:6 triethylene glycol/hydrazine hydrate and heated to reflux for 4 hours. The reaction mixture was cooled to room temperature, diluted with water and a solid filtered off. This solid was triturated with Et2O to give the product, N-(3-chlorophenyl)-6-hydrazinylpyridazin-3-amine, as a brown solid (60 g, 254 mmol, 69% yield): 1H NMR (500 MHz, DMSO-d6) 9.23 (s, 1H), 8.09 (t, J=1.8 Hz, 1H), 7.46 (d, J=8.2 Hz... The reactants are C1COCCN1, C=CCn1c(Cl)nc2c1c(=O)n(CCCc1nc(Cc3ccc(Cl)cc3)no1)c(=O)n2CCCCC, CN(C)C=O, c1ccc(P(c2ccccc2)(c2ccccc2)[Pd](P(c2ccccc2)(c2ccccc2)c2ccccc2)(P(c2ccccc2)(c2ccccc2)c2ccccc2)P(c2ccccc2)(c2ccccc2)c2ccccc2)cc1. Yields the product CCCCCn1c(=O)n(CCCc2nc(Cc3ccc(Cl)cc3)no2)c(=O)c2[nH]c(Cl)nc21. RXN SMILES: [CH2:37]1[NH:38][CH2:39][CH2:40][O:41][CH2:42]1.[Cl:1][c:2]1[n:3][c:4]2[n:5]([CH2:32][CH2:33][CH2:34][CH2:35][CH3:36])[c:6](=[O:31])[n:7]([CH2:15][CH2:16][CH2:17][c:18]3[n:19][c:20]([CH2:23][c:24]4[cH:25][cH:26][c:27]([Cl:30])[cH:28][cH:29]4)[n:21][o:22]3)[c:8](=[O:14])[c:9]2[n:10]1[CH2:11][CH:12]=[CH2:13].[O:43]=[CH:44][N:45]([CH3:46])[CH3:47].[cH:48]1[cH:49][cH:50][c:51]([P:52]([Pd:53]([P:54]([c:55]2[cH:56][cH:57][cH:58][cH:59][cH:60]2)([c:61]2[cH:62][cH:63][cH:64][cH:65][cH:66]2)[c:67]2[cH:68][cH:69][cH:70][cH:71][cH:72]2)([P:73]([c:74]2[cH:75][cH:76][cH:77][cH:78][cH:79]2)([c:80]2[cH:81][cH:82][cH:83][cH:84][cH:85]2)[c:86]2[cH:87][cH:88][cH:89][cH:90][cH:91]2)[P:92]([c:93]2[cH:94][cH:95][cH:96][cH:97][cH:98]2)([c:99]2[cH:100][cH:101][cH:102][cH:103][cH:104]2)[c:105]2[cH:106][cH:107][cH:108][cH:109][cH:110]2)([c:111]2[cH:112][cH:113][cH:114][cH:115][cH:116]2)[c:117]2[cH:118][cH:119][cH:120][cH:121][cH:122]2)[cH:123][cH:124]1>>[Cl:1][c:2]1[n:3][c:4]2[n:5]([CH2:32][CH2:33][CH2:34][CH2:35][CH3:36])[c:6](=[O:31])[n:7]([CH2:15][CH2:16][CH2:17][c:18]3[n:19][c:20]([CH2:23][c:24]4[cH:25][cH:26][c:27]([Cl:30])[cH:28][cH:29]4)[n:21][o:22]3)[c:8](=[O:14])[c:9]2[nH:10]1. The reactants are BrCC(=O)C1=CC=C(C(=O)O)C=C1 (4-(2-bromoacetyl)benzoic acid), CNC(=S)N (N-methyl thiourea). The solvent is C(C)O (ethanol). Reaction conditions: temperature 0 celsius. The product is CNC=1SC=C(N1)C1=CC=C(C(=O)O)C=C1 (4-(2-Methylamino-thiazol-4-yl)-benzoic acid). Yield: 103.7%. Reaction SMILES: Br[CH2:2][C:3]([C:5]1[CH:13]=[CH:12][C:8]([C:9]([OH:11])=[O:10])=[CH:7][CH:6]=1)=O.[CH3:14][NH:15][C:16]([NH2:18])=[S:17]>C(O)C>[CH3:14][NH:15][C:16]1[S:17][CH:2]=[C:3]([C:5]2[CH:13]=[CH:12][C:8]([C:9]([OH:11])=[O:10])=[CH:7][CH:6]=2)[N:18]=1. Procedure: To 25 ml of ethanol were added 4-(2-bromoacetyl)benzoic acid (486 mg, 2 mmole) and N-methyl thiourea (180 mg, 2 mmole). The reaction mixture was refluxed for 3 hr and the TLC showed the disappearing of the starting materials and the formation of a fluorescent product. The reaction was cooled on ice. The product was collected on filtration and washed with ethanol pre-cooled to 0° C. twice (2×3 ml), followed by diethyl ether. After drying, 486 mg product was obtained. 1H NMR (DMSO-d6, 400 MHz) δ 7...